From a dataset of the Open Reaction Database (ORD), a public repository of structured organic reaction records. describe an organic reaction: reactants, conditions, products, and yield Starting materials: CC=1CS[C@H]2N(C1C(=O)O)C(C2NC(C(=NO)C=2N=C(SC2)N)=O)=O (3-methyl-7-[2-(2-amino-4-thiazolyl)-2-hydroxyimino-acetamido]-ceph-3 -eme-4-carboxylic acid), C(C)(=O)[O-].[Na+] (sodium acetate). The solvent is molar solution, CO (methanol). Product: CC=1CS[C@H]2N(C1C(=O)[O-])C(C2NC(C(=NO)C=2N=C(SC2)N)=O)=O.[Na+] (sodium 3-methyl-7-[2-(2-amino-4-thiazolyl)-2-hydroxyimino-acetamido]-ceph-3-eme-4-carboxylate). RXN SMILES: [CH3:1][C:2]1[CH2:3][S:4][C@@H:5]2[CH:12]([NH:13][C:14](=[O:24])[C:15]([C:18]3[N:19]=[C:20]([NH2:23])[S:21][CH:22]=3)=[N:16][OH:17])[C:11](=[O:25])[N:6]2[C:7]=1[C:8]([OH:10])=[O:9].C([O-])(=O)C.[Na+:30]>CO>[CH3:1][C:2]1[CH2:3][S:4][C@@H:5]2[CH:12]([NH:13][C:14](=[O:24])[C:15]([C:18]3[N:19]=[C:20]([NH2:23])[S:21][CH:22]=3)=[N:16][OH:17])[C:11](=[O:25])[N:6]2[C:7]=1[C:8]([O-:10])=[O:9].[Na+:30] |f:1.2,4.5|. Procedure details: 0.927 g of the product of Example 1 was dissolved in 4.8 ml of a molar solution of sodium acetate in methanol and the solution was vacuum filtered. The filter was rinsed twice with 0.6 ml of the molar solution of sodium acetate in methanol and twice with 0.6 ml of methanol and then 12 ml of absolute ethanol were slowly added to the combined filtrates. The mixture was vacuum filtered at room temperature and the recovered product was rinsed 3 times with 2 ml of ethanol and with ether and was dried... Product: CSc1sc(C(N)=O)cc1S(=O)(=O)c1cnc(N)c(-c2ccccc2C)c1. Starting materials: O=C([O-])[O-], Cc1ccccc1, CCO, CSc1sc(C(N)=O)cc1S(=O)(=O)c1cnc(N)c(Br)c1, [Na+], [Na+], Cc1ccccc1-c1ccccc1B(O)O, c1ccc(P(c2ccccc2)(c2ccccc2)[Pd](P(c2ccccc2)(c2ccccc2)c2ccccc2)(P(c2ccccc2)(c2ccccc2)c2ccccc2)P(c2ccccc2)(c2ccccc2)c2ccccc2)cc1. RXN SMILES: [C:38](=[O:39])([O-:40])[O-:41].[CH3:124][c:125]1[cH:126][cH:127][cH:128][cH:129][cH:130]1.[CH3:44][CH2:45][OH:46].[NH2:1][c:2]1[c:3]([Br:21])[cH:4][c:5]([S:8](=[O:9])(=[O:10])[c:11]2[cH:12][c:13]([C:18](=[O:19])[NH2:20])[s:14][c:15]2[S:16][CH3:17])[cH:6][n:7]1.[Na+:42].[Na+:43].[c:22]1([CH3:37])[c:23](-[c:28]2[cH:29][cH:30][cH:31][cH:32][c:33]2[B:34]([OH:35])[OH:36])[cH:24][cH:25][cH:26][cH:27]1.[cH:47]1[cH:48][cH:49][c:50]([P:51]([Pd:52]([P:53]([c:54]2[cH:55][cH:56][cH:57][cH:58][cH:59]2)([c:60]2[cH:61][cH:62][cH:63][cH:64][cH:65]2)[c:66]2[cH:67][cH:68][cH:69][cH:70][cH:71]2)([P:72]([c:73]2[cH:74][cH:75][cH:76][cH:77][cH:78]2)([c:79]2[cH:80][cH:81][cH:82][cH:83][cH:84]2)[c:85]2[cH:86][cH:87][cH:88][cH:89][cH:90]2)[P:91]([c:92]2[cH:93][cH:94][cH:95][cH:96][cH:97]2)([c:98]2[cH:99][cH:100][cH:101][cH:102][cH:103]2)[c:104]2[cH:105][cH:106][cH:107][cH:108][cH:109]2)([c:110]2[cH:111][cH:112][cH:113][cH:114][cH:115]2)[c:116]2[cH:117][cH:118][cH:119][cH:120][cH:121]2)[cH:122][cH:123]1>>[NH2:1][c:2]1[c:3](-[c:23]2[c:22]([CH3:37])[cH:27][cH:26][cH:25][cH:24]2)[cH:4][c:5]([S:8](=[O:9])(=[O:10])[c:11]2[cH:12][c:13]([C:18](=[O:19])[NH2:20])[s:14][c:15]2[S:16][CH3:17])[cH:6][n:7]1.